Dataset: the Open Reaction Database (ORD), a public repository of structured organic reaction records. Task: describe an organic reaction: reactants, conditions, products, and yield Starting materials: [N+](=O)([O-])C1=CC=C(C=C1)C1=NC(=C2C(=N1)N(N=C2)CC(F)(F)F)N2CC1CN(CC(C2)O1)C(=O)OC(C)(C)C (tert-butyl 7-(6-(4-nitrophenyl)-1-(2,2,2-trifluoroethyl)-1H-pyrazolo[3,4-d]pyrimidin-4-yl)-9-oxa-3,7-diazabicyclo[3.3.1]nonane-3-carboxylate). The solvent is O1CCCC1 (tetrahydrofuran), C(C)O (ethanol). Run at time 8 hour. Yields the product NC1=CC=C(C=C1)C1=NC(=C2C(=N1)N(N=C2)CC(F)(F)F)N2CC1CN(CC(C2)O1)C(=O)OC(C)(C)C (tert-butyl 7-(6-(4-aminophenyl)-1-(2,2,2-trifluoroethyl)-1H-pyrazolo[3,4-d]pyrimidin-4-yl)-9-oxa-3,7-diazabicyclo[3.3.1]nonane-3-carboxylate). Yield: 94.3%. As a reaction SMILES: [N+:1]([C:4]1[CH:9]=[CH:8][C:7]([C:10]2[N:15]=[C:14]3[N:16]([CH2:19][C:20]([F:23])([F:22])[F:21])[N:17]=[CH:18][C:13]3=[C:12]([N:24]3[CH2:31][CH:30]4[O:32][CH:26]([CH2:27][N:28]([C:33]([O:35][C:36]([CH3:39])([CH3:38])[CH3:37])=[O:34])[CH2:29]4)[CH2:25]3)[N:11]=2)=[CH:6][CH:5]=1)([O-])=O>O1CCCC1.C(O)C>[NH2:1][C:4]1[CH:5]=[CH:6][C:7]([C:10]2[N:15]=[C:14]3[N:16]([CH2:19][C:20]([F:22])([F:23])[F:21])[N:17]=[CH:18][C:13]3=[C:12]([N:24]3[CH2:31][CH:30]4[O:32][CH:26]([CH2:27][N:28]([C:33]([O:35][C:36]([CH3:39])([CH3:38])[CH3:37])=[O:34])[CH2:29]4)[CH2:25]3)[N:11]=2)=[CH:8][CH:9]=1. Procedure: A suspension of tert-butyl 7-(6-(4-nitrophenyl)-1-(2,2,2-trifluoroethyl)-1H-pyrazolo[3,4-d]pyrimidin-4-yl)-9-oxa-3,7-diazabicyclo[3.3.1]nonane-3-carboxylate (0.54 g, 0.98 mmol) in tetrahydrofuran (10 mL) and ethanol (10 mL) was degassed by the addition of crushed dry ice and then treated with 10% palladium on carbon (30 mg). The resulting suspension was evacuated under weak vacuum and then filled with hydrogen gas (balloon). This evacuation/fill cycle was performed three more times and on the fi... The reactants are O=C(Cl)c1ccccc1, CN1CCOCC1, OCCC1(c2ccc(Cl)c(Cl)c2)CCNC1, ClCCl. Product: O=C(c1ccccc1)N1CCC(CCO)(c2ccc(Cl)c(Cl)c2)C1. As a reaction SMILES: [C:24]([c:25]1[cH:26][cH:27][cH:28][cH:29][cH:30]1)(=[O:31])[Cl:32].[CH3:17][N:18]1[CH2:19][CH2:20][O:21][CH2:22][CH2:23]1.[Cl:1][c:2]1[cH:3][c:4]([C:9]2([CH2:14][CH2:15][OH:16])[CH2:10][NH:11][CH2:12][CH2:13]2)[cH:5][cH:6][c:7]1[Cl:8].[Cl:33][CH2:34][Cl:35]>>[Cl:1][c:2]1[cH:3][c:4]([C:9]2([CH2:14][CH2:15][OH:16])[CH2:10][N:11]([C:24]([c:25]3[cH:26][cH:27][cH:28][cH:29][cH:30]3)=[O:31])[CH2:12][CH2:13]2)[cH:5][cH:6][c:7]1[Cl:8]. The reactants are N1=C(C=CC=C1)C=O (Pyridine-2-carbaldehyde), [Si](C1=CC=CC=C1)(C1=CC=CC=C1)(C(C)(C)C)OCC1=CC=C(C(=C1N1C[C@H](O[C@H](C1)C)C)Cl)F ((2R,6S)-[6-({[tert-butyl(diphenyl)silyl]oxy}methyl)-2-chloro-3-fluorophenyl]-2,6-dimethylmorpholine), [Si](C1=CC=CC=C1)(C1=CC=CC=C1)(C(C)(C)C)OCC1=CC=C(C(=C1N1C[C@H](O[C@H](C1)C)C)Cl)F ((2R,6S)-[6-({[tert-butyl(diphenyl)silyl]oxy}methyl)-2-chloro-3-fluorophenyl]-2,6-dimethylmorpholine), C(C)(CC)[Li] (sec-Butyl lithium). Run in C1CCOC1 (THF), C1CCOC1 (THF). Run at temperature -78 celsius, time 0.5 hour. Yields the product [Si](C1=CC=CC=C1)(C1=CC=CC=C1)(C(C)(C)C)OCC=1C(=C(C(=C(C1)C(O)C1=NC=CC=C1)F)Cl)N1C[C@H](O[C@H](C1)C)C ({5-({[tert-butyl(diphenyl)silyl]oxy}methyl)-3-chloro-4-[(2R,6S)-2,6-dimethylmorpholin-4-yl]-2-fluorophenyl}(pyridin-2-yl)methanol). Reaction SMILES: [Si:1]([O:18][CH2:19][C:20]1[C:25]([N:26]2[CH2:31][C@H:30]([CH3:32])[O:29][C@H:28]([CH3:33])[CH2:27]2)=[C:24]([Cl:34])[C:23]([F:35])=[CH:22][CH:21]=1)([C:14]([CH3:17])([CH3:16])[CH3:15])([C:8]1[CH:13]=[CH:12][CH:11]=[CH:10][CH:9]=1)[C:2]1[CH:7]=[CH:6][CH:5]=[CH:4][CH:3]=1.C([Li])(CC)C.[N:41]1[CH:46]=[CH:45][CH:44]=[CH:43][C:42]=1[CH:47]=[O:48]>C1COCC1>[Si:1]([O:18][CH2:19][C:20]1[C:25]([N:26]2[CH2:31][C@H:30]([CH3:32])[O:29][C@H:28]([CH3:33])[CH2:27]2)=[C:24]([Cl:34])[C:23]([F:35])=[C:22]([CH:47]([C:42]2[CH:43]=[CH:44][CH:45]=[CH:46][N:41]=2)[OH:48])[CH:21]=1)([C:14]([CH3:16])([CH3:17])[CH3:15])([C:2]1[CH:7]=[CH:6][CH:5]=[CH:4][CH:3]=1)[C:8]1[CH:13]=[CH:12][CH:11]=[CH:10][CH:9]=1. Reported procedure: To a stirred solution of (2R,6S)-[6-({[tert-butyl(diphenyl)silyl]oxy}methyl)-2-chloro-3-fluorophenyl]-2,6-dimethylmorpholine (Intermediate 42, 2.0 g, 3.9 mmol) in anhydrous THF (10 mL), sec-Butyl lithium (1.4 M in cyclohexane, 2.1 eq) was added and the solution was stirred for ½ h at −78° C. Pyridine-2-carbaldehyde (0.74 mL, 7.8 mmol) in THF (5 mL) was added dropwise and the solution was stirred for additional 1 h. The reaction mixture was quenched with saturated ammonium chloride solution and e... The reactants are S(=O)(Cl)Cl (thionyl chloride), C12(C3CCC(C(CCC1)C2)C3)O (tricyclo [4.3.1.12,5 ] undecane-1-ol). Run in C1=CC=CC=C1 (benzene). Yields the product ClC12C3CCC(C(CCC1)C2)C3 (1-chlorotricyclo [4.3.1.12,5 ] undecane). The yield is 89.0%. As a reaction SMILES: S(Cl)([Cl:3])=O.[C:5]12(O)[CH2:14][CH:10]([CH2:11][CH2:12][CH2:13]1)[CH:9]1[CH2:15][CH:6]2[CH2:7][CH2:8]1>C1C=CC=CC=1>[Cl:3][C:5]12[CH2:14][CH:10]([CH2:11][CH2:12][CH2:13]1)[CH:9]1[CH2:15][CH:6]2[CH2:7][CH2:8]1. Procedure: Five milliliters of thionyl chloride are added to a solution of 5.0 g (30 millimoles) tricyclo [4.3.1.12,5 ] undecane-1-ol in 30 ml dry anhydrous benzene and the entirety is refluxed for 1.5 hours. The reaction mixture is concentrated under reduced pressure and there is further added 20 ml of dry benzene. Reduced pressure concentration is repeated to distill out the excess thionyl chloride completely. The residue is distilled under reduced pressure to collect a fraction boiling at 95° C./3mmHg, ... Reactants: [N+](=O)([O-])C=1C=C(C=C(C(=O)O)C1)C(=O)O (5-nitroisopthalic acid), C(C(=O)Cl)(=O)Cl (oxalyl chloride), C(Cl)Cl (methylene chloride). The reagents and catalysts are CN(C=O)C (N,N-dimethylformamide). Run at time 8 hour. The product is [N+](=O)([O-])C=1C=C(C=C(C(=O)Cl)C1)C(=O)Cl (5-Nitroisopthaloyl chloride). As a reaction SMILES: [N+:1]([C:4]1[CH:5]=C(C(O)=O)[CH:7]=[C:8]([CH:12]=1)[C:9]([OH:11])=O)([O-:3])=[O:2].[C:16](Cl)(=O)[C:17]([Cl:19])=[O:18].C(Cl)[Cl:23]>CN(C)C=O>[N+:1]([C:4]1[CH:5]=[C:16]([C:17]([Cl:19])=[O:18])[CH:7]=[C:8]([CH:12]=1)[C:9]([Cl:23])=[O:11])([O-:3])=[O:2]. Procedure details: To a stirred solution of 5-nitroisopthalic acid (10 grams) in methylene chloride (943 mL) was added oxalyl chloride (12.3 mL) and N,N-dimethylformamide (1 drop). The reaction mixture was stirred at room temperature overnight. Removal of the solvent in vacuo afforded 10.63 grams of the title compound. 1H NMR δ 9.17 (s, 2), 9.07 (s, 1). Starting materials: Cl (hydrogen chloride), C(C)OCC (Diethyl ether), O1C(COC2=C1C=CC=C2)CC=2NC=CN2 (2-(1,4-benzodioxan-2-ylmethyl)imidazole). Reaction SMILES: [ClH:1].[O:2]1[C:7]2[CH:8]=[CH:9][CH:10]=[CH:11][C:6]=2[O:5][CH2:4][CH:3]1[CH2:12][C:13]1[NH:14][CH:15]=[CH:16][N:17]=1.C(OCC)C>CO>[ClH:1].[O:2]1[C:7]2[CH:8]=[CH:9][CH:10]=[CH:11][C:6]=2[O:5][CH2:4][CH:3]1[CH2:12][C:13]1[NH:17][CH:16]=[CH:15][N:14]=1 |f:4.5|. Procedure details: Excess 3% hydrogen chloride in methanol is added to a solution of 1.0 g. 2-(1,4-benzodioxan-2-ylmethyl)imidazole in 20 ml methanol. Diethyl ether is added until precipitation is complete. The product is filtered, washed with ether, air dried and recrystallized from methanol/acetone to yield 2-(1,4-benzodioxan-2-ylmethyl)imidazole hydrochloride, m.p. 221°-224° C.(d). The product is Cl.O1C(COC2=C1C=CC=C2)CC=2NC=CN2 (2-(1,4-benzodioxan-2-ylmethyl)imidazole hydrochloride), ( d ). Run in CO (methanol), CO (methanol).